Dataset: the Open Reaction Database (ORD), a public repository of structured organic reaction records. Task: describe an organic reaction: reactants, conditions, products, and yield The product is Cc1ccc(C(=O)N2CCC(n3cnc4c(-c5cnc(N)nc5)nc(N5CCOCC5)nc43)C2)s1. Starting materials: ClCCCl, Cc1ccc(C(=O)O)s1, CCN(C(C)C)C(C)C, [Na+], O=C([O-])O, Nc1ncc(-c2nc(N3CCOCC3)nc3c2ncn3C2CCNC2)cn1, CN(C)C=O, On1nnc2ccccc21. RXN SMILES: [CH2:37]([Cl:38])[CH2:39][Cl:40].[CH3:28][c:29]1[cH:30][cH:31][c:32]([C:34](=[O:35])[OH:36])[s:33]1.[CH:51]([N:52]([CH:53]([CH3:54])[CH3:55])[CH2:56][CH3:57])([CH3:58])[CH3:59].[Na+:64].[O-:60][C:61]([OH:62])=[O:63].[O:1]1[CH2:2][CH2:3][N:4]([c:7]2[n:8][c:9](-[c:21]3[cH:22][n:23][c:24]([NH2:27])[n:25][cH:26]3)[c:10]3[n:11][cH:12][n:13]([CH:16]4[CH2:17][NH:18][CH2:19][CH2:20]4)[c:14]3[n:15]2)[CH2:5][CH2:6]1.[O:65]=[CH:66][N:67]([CH3:68])[CH3:69].[OH:41][n:42]1[c:43]2[c:44]([cH:45][cH:46][cH:47][cH:48]2)[n:49][n:50]1>>[O:1]1[CH2:2][CH2:3][N:4]([c:7]2[n:8][c:9](-[c:21]3[cH:22][n:23][c:24]([NH2:27])[n:25][cH:26]3)[c:10]3[n:11][cH:12][n:13]([CH:16]4[CH2:17][N:18]([C:34]([c:32]5[cH:31][cH:30][c:29]([CH3:28])[s:33]5)=[O:35])[CH2:19][CH2:20]4)[c:14]3[n:15]2)[CH2:5][CH2:6]1. Reactants: CCO, CCCCCCCCOc1ccc(C(=O)OCC)cc1[N+](=O)[O-], [Na+], [OH-], O. Yields the product CCCCCCCCOc1ccc(C(=O)O)cc1[N+](=O)[O-]. As a reaction SMILES: [CH3:26][CH2:27][OH:28].[N+:1](=[O:2])([O-:3])[c:4]1[cH:5][c:6]([C:7](=[O:8])[O:9][CH2:10][CH3:11])[cH:12][cH:13][c:14]1[O:15][CH2:16][CH2:17][CH2:18][CH2:19][CH2:20][CH2:21][CH2:22][CH3:23].[Na+:25].[OH-:24].[OH2:29]>>[N+:1](=[O:2])([O-:3])[c:4]1[cH:5][c:6]([C:7](=[O:8])[OH:9])[cH:12][cH:13][c:14]1[O:15][CH2:16][CH2:17][CH2:18][CH2:19][CH2:20][CH2:21][CH2:22][CH3:23]. The reactants are C[Si](C)(C)c1ccc(C(=O)O)o1, CC(C)[N-]C(C)C, CC(C)SC(C)C, [Li+], C1CCOC1, O. Product: CC(C)Sc1cc([Si](C)(C)C)oc1C(=O)O. RXN SMILES: [CH3:1][Si:2]([c:3]1[cH:4][cH:5][c:6]([C:8](=[O:9])[OH:10])[o:7]1)([CH3:11])[CH3:12].[CH:13]([N-:14][CH:15]([CH3:16])[CH3:17])([CH3:18])[CH3:19].[CH:21]([CH3:22])([CH3:23])[S:24][CH:25]([CH3:26])[CH3:27].[Li+:20].[O:29]1[CH2:30][CH2:31][CH2:32][CH2:33]1.[OH2:28]>>[CH3:1][Si:2]([c:3]1[cH:4][c:5]([S:24][CH:21]([CH3:22])[CH3:23])[c:6]([C:8](=[O:9])[OH:10])[o:7]1)([CH3:11])[CH3:12]. The reactants are [Al+3], CCOC(=O)CCCCC(=O)O, [Cl-], [Cl-], [Cl-], [Cl-], Clc1cccs1, O. The product is CCOC(=O)CCCCC(=O)c1ccc(Cl)s1. Reaction SMILES: [Al+3:21].[CH2:8]([CH3:9])[O:10][C:11]([CH2:12][CH2:13][CH2:14][CH2:15][C:16](=[O:17])[OH:18])=[O:19].[Cl-:20].[Cl-:22].[Cl-:23].[Cl-:7].[Cl:1][c:2]1[s:3][cH:4][cH:5][cH:6]1.[OH2:24]>>[Cl:1][c:2]1[s:3][c:4]([C:16]([CH2:15][CH2:14][CH2:13][CH2:12][C:11]([O:10][CH2:8][CH3:9])=[O:19])=[O:17])[cH:5][cH:6]1. The reactants are O=C([O-])[O-], COc1ccc2c(OCc3nnc4ccc(Cl)nn34)ccnc2c1, CC(C)(C)OC(=O)NCc1ccc(B2OC(C)(C)C(C)(C)O2)cc1Cl, [Cs+], [Cs+], C1COCCO1, O. Product: COc1ccc2c(OCc3nnc4ccc(-c5ccc(CNC(=O)OC(C)(C)C)c(Cl)c5)nn34)ccnc2c1. RXN SMILES: [C:50](=[O:51])([O-:52])[O-:53].[Cl:1][c:2]1[cH:3][cH:4][c:5]2[n:6]([n:7]1)[c:8]([CH2:11][O:12][c:13]1[cH:14][cH:15][n:16][c:17]3[cH:18][c:19]([O:23][CH3:24])[cH:20][cH:21][c:22]13)[n:9][n:10]2.[Cl:25][c:26]1[c:27]([CH2:28][NH:29][C:30]([O:31][C:32]([CH3:33])([CH3:34])[CH3:35])=[O:36])[cH:37][cH:38][c:39]([B:41]2[O:42][C:43]([CH3:44])([CH3:45])[C:46]([CH3:47])([CH3:48])[O:49]2)[cH:40]1.[Cs+:54].[Cs+:55].[O:56]1[CH2:57][CH2:58][O:59][CH2:60][CH2:61]1.[OH2:62]>>[c:2]1(-[c:39]2[cH:38][cH:37][c:27]([CH2:28][NH:29][C:30]([O:31][C:32]([CH3:33])([CH3:34])[CH3:35])=[O:36])[c:26]([Cl:25])[cH:40]2)[cH:3][cH:4][c:5]2[n:6]([n:7]1)[c:8]([CH2:11][O:12][c:13]1[cH:14][cH:15][n:16][c:17]3[cH:18][c:19]([O:23][CH3:24])[cH:20][cH:21][c:22]13)[n:9][n:10]2. Starting materials: C1CCOC1, CC(C)(C)OC(=O)N1CCC(c2ccc(OCCOc3c(Cl)cccc3Cl)cc2)=C(C(=O)N(Cc2cccc(Cl)c2Cl)C2CC2)C1CN=[N+]=[N-], O, c1ccc(P(c2ccccc2)c2ccccc2)cc1. Yields the product CC(C)(C)OC(=O)N1CCC(c2ccc(OCCOc3c(Cl)cccc3Cl)cc2)=C(C(=O)N(Cc2cccc(Cl)c2Cl)C2CC2)C1CN. Reaction SMILES: [CH2:71]1[O:72][CH2:73][CH2:74][CH2:75]1.[N:1](=[N+:2]=[N-:3])[CH2:4][CH:5]1[N:6]([C:44](=[O:45])[O:46][C:47]([CH3:48])([CH3:49])[CH3:50])[CH2:7][CH2:8][C:9]([c:26]2[cH:27][cH:28][c:29]([O:32][CH2:33][CH2:34][O:35][c:36]3[c:37]([Cl:43])[cH:38][cH:39][cH:40][c:41]3[Cl:42])[cH:30][cH:31]2)=[C:10]1[C:11]([N:12]([CH2:13][c:14]1[c:15]([Cl:21])[c:16]([Cl:20])[cH:17][cH:18][cH:19]1)[CH:22]1[CH2:23][CH2:24]1)=[O:25].[OH2:70].[c:51]1([P:52]([c:53]2[cH:54][cH:55][cH:56][cH:57][cH:58]2)[c:59]2[cH:60][cH:61][cH:62][cH:63][cH:64]2)[cH:65][cH:66][cH:67][cH:68][cH:69]1>>[NH2:1][CH2:4][CH:5]1[N:6]([C:44](=[O:45])[O:46][C:47]([CH3:48])([CH3:49])[CH3:50])[CH2:7][CH2:8][C:9]([c:26]2[cH:27][cH:28][c:29]([O:32][CH2:33][CH2:34][O:35][c:36]3[c:37]([Cl:43])[cH:38][cH:39][cH:40][c:41]3[Cl:42])[cH:30][cH:31]2)=[C:10]1[C:11]([N:12]([CH2:13][c:14]1[c:15]([Cl:21])[c:16]([Cl:20])[cH:17][cH:18][cH:19]1)[CH:22]1[CH2:23][CH2:24]1)=[O:25]. Reactants: [Br-], CCOCC, C[Mg+], C1CCC(NC2CCCCC2)CC1, [Cl-], N#Cc1ccccc1, [NH4+]. Product: N=C(c1ccccc1)N(C1CCCCC1)C1CCCCC1. Reaction SMILES: [Br-:14].[CH2:27]([O:28][CH2:29][CH3:30])[CH3:31].[CH3:15][Mg+:16].[CH:1]1([NH:7][CH:8]2[CH2:9][CH2:10][CH2:11][CH2:12][CH2:13]2)[CH2:2][CH2:3][CH2:4][CH2:5][CH2:6]1.[Cl-:25].[N:17]#[C:18][c:19]1[cH:20][cH:21][cH:22][cH:23][cH:24]1.[NH4+:26]>>[CH:1]1([N:7]([CH:8]2[CH2:9][CH2:10][CH2:11][CH2:12][CH2:13]2)[C:18](=[NH:17])[c:19]2[cH:20][cH:21][cH:22][cH:23][cH:24]2)[CH2:2][CH2:3][CH2:4][CH2:5][CH2:6]1.